Dataset: the Open Reaction Database (ORD), a public repository of structured organic reaction records. Task: describe an organic reaction: reactants, conditions, products, and yield The reactants are C(C1=CC=CC=C1)N1CC(OCC1)CN1CCN(CC1)C(=O)OC(C)(C)C (tert-butyl 4-((4-benzylmorpholin-2-yl)methyl)piperazine-1-carboxylate), FC(C(=O)O)(F)F (trifluoroacetic acid). The solvent is C(Cl)Cl (CH2Cl2). Yields the product C(C1=CC=CC=C1)N1CC(OCC1)CN1CCNCC1 (4-benzyl-2-(piperazin-1-ylmethyl)morpholine). Yield: 98.3%. Reaction SMILES: [CH2:1]([N:8]1[CH2:13][CH2:12][O:11][CH:10]([CH2:14][N:15]2[CH2:20][CH2:19][N:18](C(OC(C)(C)C)=O)[CH2:17][CH2:16]2)[CH2:9]1)[C:2]1[CH:7]=[CH:6][CH:5]=[CH:4][CH:3]=1.FC(F)(F)C(O)=O>C(Cl)Cl>[CH2:1]([N:8]1[CH2:13][CH2:12][O:11][CH:10]([CH2:14][N:15]2[CH2:16][CH2:17][NH:18][CH2:19][CH2:20]2)[CH2:9]1)[C:2]1[CH:7]=[CH:6][CH:5]=[CH:4][CH:3]=1. Procedure details: To a solution of tert-butyl 4-((4-benzylmorpholin-2-yl)methyl)piperazine-1-carboxylate (165 mg) in CH2Cl2 (5 ml) is added trifluoroacetic acid (1.0 ml), and the mixture is stirred over night. The solvent is removed under reduced pressure. The residue is dissolved in CH2Cl2 and washed with an aqueous solution of potassium carbonate (20%), dried (Na2SO4) and filtered, and the solvent is removed under reduced pressure to give 4-benzyl-2-(piperazin-1-ylmethyl)morpholine (119 mg). m/z(+) 276 (M+H+). Starting materials: C[Si](OC(C(CCC#C)=O)(C1=CC=CC=C1)C1CCCCC1)(C)C (1-(Trimethylsilyloxy)-1-cyclohexyl-1-phenylhex-5-yn-2-one), O (Water). The solvent is CO (methanol). The product is C1(CCCCC1)C(C(CCC#C)=O)(C1=CC=CC=C1)O (1-Cyclohexyl-1-hydroxyl-1-phenylhex-5-yn-2-one). Reaction SMILES: C[Si](C)(C)[O:3][C:4]([CH:17]1[CH2:22][CH2:21][CH2:20][CH2:19][CH2:18]1)([C:11]1[CH:16]=[CH:15][CH:14]=[CH:13][CH:12]=1)[C:5](=[O:10])[CH2:6][CH2:7][C:8]#[CH:9].O>CO>[CH:17]1([C:4]([OH:3])([C:11]2[CH:12]=[CH:13][CH:14]=[CH:15][CH:16]=2)[C:5](=[O:10])[CH2:6][CH2:7][C:8]#[CH:9])[CH2:22][CH2:21][CH2:20][CH2:19][CH2:18]1. Procedure: 1-(Trimethylsilyloxy)-1-cyclohexyl-1-phenylhex-5-yn-2-one is dissolved in methanol containing 1% concentrated hydrochloric acid at 25° C. Water is added and the solution transferred to a separatory funnel. The solution is washed with ether and the ether layer dried over sodium sulfate. Upon evaporation of the ether under vacuum and vacuum distillation of the crude product a pale yellow oil is isolated. Starting materials: CCOC(C)=O, COC(=O)Cc1ccc(Oc2cc3c(cc2NS(=O)(=O)c2ccc(Cl)cc2Cl)nc(C)n3COCC[Si](C)(C)C)c(Cl)c1, ClCCl, [Na+], O=C([O-])O, O=C(O)C(F)(F)F. Yields the product COC(=O)Cc1ccc(Oc2cc3[nH]c(C)nc3cc2NS(=O)(=O)c2ccc(Cl)cc2Cl)c(Cl)c1. RXN SMILES: [CH3:54][CH2:55][O:56][C:57](=[O:58])[CH3:59].[Cl:1][c:2]1[cH:3][c:4]([CH2:39][C:40](=[O:41])[O:42][CH3:43])[cH:5][cH:6][c:7]1[O:8][c:9]1[cH:10][c:11]2[c:12]([n:13][c:14]([CH3:24])[n:15]2[CH2:16][O:17][CH2:18][CH2:19][Si:20]([CH3:21])([CH3:22])[CH3:23])[cH:25][c:26]1[NH:27][S:28](=[O:29])(=[O:30])[c:31]1[c:32]([Cl:38])[cH:33][c:34]([Cl:37])[cH:35][cH:36]1.[Cl:51][CH2:52][Cl:53].[Na+:64].[O-:60][C:61]([OH:62])=[O:63].[OH:44][C:45]([C:46]([F:47])([F:48])[F:49])=[O:50]>>[Cl:1][c:2]1[cH:3][c:4]([CH2:39][C:40](=[O:41])[O:42][CH3:43])[cH:5][cH:6][c:7]1[O:8][c:9]1[cH:10][c:11]2[c:12]([n:13][c:14]([CH3:24])[nH:15]2)[cH:25][c:26]1[NH:27][S:28](=[O:29])(=[O:30])[c:31]1[c:32]([Cl:38])[cH:33][c:34]([Cl:37])[cH:35][cH:36]1. Starting materials: Cl.N12C[C@@H](C(CC1)CC2)NC(=O)C=2SC1=C(C2)C=CC(=C1)Br (N-[(3R)-1-Azabicyclo[2.2.2]oct-3-yl]-6-bromo-1-benzothiophene-2-carboxamide hydrochloride), OCC1=C(C=CC=C1)B(O)O (2-(hydroxymethyl)phenylboronic acid), C([O-])([O-])=O.[Na+].[Na+] (sodium carbonate). Reagents/catalysts: C1=CC=C(C=C1)P([C-]2C=CC=C2)C3=CC=CC=C3.C1=CC=C(C=C1)P([C-]2C=CC=C2)C3=CC=CC=C3.Cl[Pd]Cl.[Fe+2] (PdCl2(dppf)). The solvent is CN(C)C=O (DMF). Reaction conditions: temperature 80 celsius, time 14 hour. Product: Cl.N12C[C@@H](C(CC1)CC2)NC(=O)C=2SC1=C(C2)C=CC(=C1)C1=C(C=CC=C1)CO (N-[(3R)-1-Azabicyclo[2.2.2]oct-3-yl]-6-[2-(hydroxymethyl)phenyl]-1-benzothiophene-2-carboxamide hydrochloride). As a reaction SMILES: [ClH:1].[N:2]12[CH2:9][CH2:8][CH:5]([CH2:6][CH2:7]1)[C@@H:4]([NH:10][C:11]([C:13]1[S:14][C:15]3[CH:21]=[C:20](Br)[CH:19]=[CH:18][C:16]=3[CH:17]=1)=[O:12])[CH2:3]2.[OH:23][CH2:24][C:25]1[CH:30]=[CH:29][CH:28]=[CH:27][C:26]=1B(O)O.C(=O)([O-])[O-].[Na+].[Na+]>C1C=CC(P(C2C=CC=CC=2)[C-]2C=CC=C2)=CC=1.C1C=CC(P(C2C=CC=CC=2)[C-]2C=CC=C2)=CC=1.Cl[Pd]Cl.[Fe+2].CN(C=O)C>[ClH:1].[N:2]12[CH2:9][CH2:8][CH:5]([CH2:6][CH2:7]1)[C@@H:4]([NH:10][C:11]([C:13]1[S:14][C:15]3[CH:21]=[C:20]([C:26]4[CH:27]=[CH:28][CH:29]=[CH:30][C:25]=4[CH2:24][OH:23])[CH:19]=[CH:18][C:16]=3[CH:17]=1)=[O:12])[CH2:3]2 |f:0.1,3.4.5,6.7.8.9,11.12|. Reported procedure: 100 mg (0.25 mmol) of N-[(3R)-1-azabicyclo[2.2.2]oct-3-yl]-6-bromo-1-benzothiophene-2-carboxamide hydrochloride (Example 11A) and 37.8 mg (0.25 mmol) of 2-(hydroxymethyl)phenylboronic acid are introduced into 1 ml of DMF. Addition of 0.37 ml of 2 M sodium carbonate solution and 10.2 mg (0.01 mmol) of PdCl2(dppf) is followed by heating to 80° C. After 14 h, the reaction mixture is filtered through kieselguhr and purified by separation twice by preparative HPLC. The product fractions are concentra... Reactants: C(C1=CC=CC=C1)OC(=O)N1CCC(CC1)CCCCC(=O)OCC (ethyl 5-(1-benzyloxycarbonyl-4-piperidyl)valerate), [BH4-].[Na+] (sodium borohydride), CO (Methanol). Run in O1CCCC1 (tetrahydrofuran). Conditions: time 1.5 hour. The product is C(C1=CC=CC=C1)OC(=O)N1CCC(CC1)CCCCCO (5-(1-benzyloxycarbonyl-4-piperidyl)pentanol). Isolated yield 97.6%. Reaction SMILES: [CH2:1]([O:8][C:9]([N:11]1[CH2:16][CH2:15][CH:14]([CH2:17][CH2:18][CH2:19][CH2:20][C:21](OCC)=[O:22])[CH2:13][CH2:12]1)=[O:10])[C:2]1[CH:7]=[CH:6][CH:5]=[CH:4][CH:3]=1.[BH4-].[Na+].CO>O1CCCC1>[CH2:1]([O:8][C:9]([N:11]1[CH2:16][CH2:15][CH:14]([CH2:17][CH2:18][CH2:19][CH2:20][CH2:21][OH:22])[CH2:13][CH2:12]1)=[O:10])[C:2]1[CH:7]=[CH:6][CH:5]=[CH:4][CH:3]=1 |f:1.2|. Reported procedure: In 200 ml of tetrahydrofuran is dissolved 26.8 g of ethyl 5-(1-benzyloxycarbonyl-4-piperidyl)valerate, and 13.4 g of sodium borohydride is added to the solution. Methanol (40 ml) is added dropwise to the mixture at 70° to 80° C. with stirring over the period of 1.5 hours, and after the addition is completed, refluxing is effected for another 2 hours. The reaction solution is concentrated under reduced pressure, and 300 ml of water is added to the residue, followed by extraction with 300 ml of et... Starting materials: CCCC[N+](CCCC)(CCCC)CCCC, C1CCOC1, [F-], CC(C)[Si](OC1CCC(c2ccccc2)=Cc2cccnc21)(C(C)C)C(C)C. Product: OC1CCC(c2ccccc2)=Cc2cccnc21. Reaction SMILES: [CH2:2]([N+:3]([CH2:4][CH2:5][CH2:6][CH3:7])([CH2:8][CH2:9][CH2:10][CH3:11])[CH2:12][CH2:13][CH2:14][CH3:15])[CH2:16][CH2:17][CH3:18].[CH2:47]1[O:48][CH2:49][CH2:50][CH2:51]1.[F-:1].[c:19]1([C:25]2=[CH:26][c:27]3[c:28]([n:29][cH:30][cH:31][cH:32]3)[CH:33]([O:36][Si:37]([CH:38]([CH3:39])[CH3:40])([CH:41]([CH3:42])[CH3:43])[CH:44]([CH3:45])[CH3:46])[CH2:34][CH2:35]2)[cH:20][cH:21][cH:22][cH:23][cH:24]1>>[c:19]1([C:25]2=[CH:26][c:27]3[c:28]([n:29][cH:30][cH:31][cH:32]3)[CH:33]([OH:36])[CH2:34][CH2:35]2)[cH:20][cH:21][cH:22][cH:23][cH:24]1. As a reaction SMILES: [Cl:1][C:2]1[CH:7]=[CH:6][CH:5]=[CH:4][C:3]=1[C:8]1[CH:18]=[CH:17][C:11]([CH:12]=[CH:13][C:14]([OH:16])=[O:15])=[CH:10][CH:9]=1.C(O)(=O)C=CC1C=CC=CC=1>>[Cl:1][C:2]1[CH:7]=[CH:6][CH:5]=[CH:4][C:3]=1[C:8]1[CH:18]=[CH:17][C:11]([CH2:12][CH2:13][C:14]([OH:16])=[O:15])=[CH:10][CH:9]=1. The product is ClC1=C(C=CC=C1)C1=CC=C(C=C1)CCC(=O)O (β-(2'-Chloro-4-biphenylyl)propionic acid). The reactants are ClC1=C(C=CC=C1)C1=CC=C(C=CC(=O)O)C=C1 (p-(2-chlorophenyl)cinnamic acid), C(C=CC1=CC=CC=C1)(=O)O (cinnamic acid). Procedure: when p-(2-chlorophenyl)cinnamic acid is replaced by the cinnamic acid compounds of Table II, Example 1 then the corresponding propionic acid is prepared. The reactants are CCCC[N+](CCCC)(CCCC)CCCC, C1CCOC1, CC(OCC1(c2ccc(F)cc2)CCN(C(=O)OC(C)(C)C)CC1)c1cc(Cl)cc2c(C#N)cn(COCC[Si](C)(C)C)c12, [F-]. The product is CC(OCC1(c2ccc(F)cc2)CCN(C(=O)OC(C)(C)C)CC1)c1cc(Cl)cc2c(C#N)c[nH]c12. RXN SMILES: [CH2:46]([N+:47]([CH2:48][CH2:49][CH2:50][CH3:51])([CH2:52][CH2:53][CH2:54][CH3:55])[CH2:56][CH2:57][CH2:58][CH3:59])[CH2:60][CH2:61][CH3:62].[CH2:63]1[O:64][CH2:65][CH2:66][CH2:67]1.[Cl:1][c:2]1[cH:3][c:4]2[c:5]([C:43]#[N:44])[cH:6][n:7]([CH2:35][O:36][CH2:37][CH2:38][Si:39]([CH3:40])([CH3:41])[CH3:42])[c:8]2[c:9]([CH:11]([CH3:12])[O:13][CH2:14][C:15]2([c:28]3[cH:29][cH:30][c:31]([F:34])[cH:32][cH:33]3)[CH2:16][CH2:17][N:18]([C:21](=[O:22])[O:23][C:24]([CH3:25])([CH3:26])[CH3:27])[CH2:19][CH2:20]2)[cH:10]1.[F-:45]>>[Cl:1][c:2]1[cH:3][c:4]2[c:5]([C:43]#[N:44])[cH:6][nH:7][c:8]2[c:9]([CH:11]([CH3:12])[O:13][CH2:14][C:15]2([c:28]3[cH:29][cH:30][c:31]([F:34])[cH:32][cH:33]3)[CH2:16][CH2:17][N:18]([C:21](=[O:22])[O:23][C:24]([CH3:25])([CH3:26])[CH3:27])[CH2:19][CH2:20]2)[cH:10]1. Reactants: COC[C@H](C)NC(=O)C1=CN(C2=NC=C(N=C21)C2=NN(C1=CC(=CC=C21)F)CC=2C=NC(=CC2)N2CCOCC2)COCC[Si](C)(C)C (2-[6-Fluoro-1-(6-morpholin-4-yl-pyridin-3-ylmethyl)-1H-indazol-3-yl]-5-(2-trimethylsilanyl-ethoxymethyl)-5H-pyrrolo[2,3-b]pyrazine-7-carboxylic acid ((S)-2-methoxy-1-methyl-ethyl)-amide), FC(C(=O)O)(F)F (trifluoroacetic acid), C(CN)N (ethylenediamine). The solvent is ClCCl (dichloromethane). Run at time 2 hour. Product: COC[C@H](C)NC(=O)C1=CNC2=NC=C(N=C21)C2=NN(C1=CC(=CC=C21)F)CC=2C=NC(=CC2)N2CCOCC2 (2-[6-fluoro-1-(6-morpholin-4-yl-pyridin-3-ylmethyl)-1H-indazol-3-yl]-5H-pyrrolo[2,3-b]pyrazine-7-carboxylic acid ((S)-2-methoxy-1-methyl-ethyl)-amide). Yield: 81.9%. RXN SMILES: [CH3:1][O:2][CH2:3][C@@H:4]([NH:6][C:7]([C:9]1[C:17]2[C:12](=[N:13][CH:14]=[C:15]([C:18]3[C:26]4[C:21](=[CH:22][C:23]([F:27])=[CH:24][CH:25]=4)[N:20]([CH2:28][C:29]4[CH:30]=[N:31][C:32]([N:35]5[CH2:40][CH2:39][O:38][CH2:37][CH2:36]5)=[CH:33][CH:34]=4)[N:19]=3)[N:16]=2)[N:11](COCC[Si](C)(C)C)[CH:10]=1)=[O:8])[CH3:5].FC(F)(F)C(O)=O.C(N)CN>ClCCl>[CH3:1][O:2][CH2:3][C@@H:4]([NH:6][C:7]([C:9]1[C:17]2[C:12](=[N:13][CH:14]=[C:15]([C:18]3[C:26]4[C:21](=[CH:22][C:23]([F:27])=[CH:24][CH:25]=4)[N:20]([CH2:28][C:29]4[CH:30]=[N:31][C:32]([N:35]5[CH2:36][CH2:37][O:38][CH2:39][CH2:40]5)=[CH:33][CH:34]=4)[N:19]=3)[N:16]=2)[NH:11][CH:10]=1)=[O:8])[CH3:5]. Reported procedure: 2-[6-Fluoro-1-(6-morpholin-4-yl-pyridin-3-ylmethyl)-1H-indazol-3-yl]-5-(2-trimethylsilanyl-ethoxymethyl)-5H-pyrrolo[2,3-b]pyrazine-7-carboxylic acid ((S)-2-methoxy-1-methyl-ethyl)-amide (50 mg, 0.074 mmol) was combined with dichloromethane (1 mL) and trifluoroacetic acid (0.17 ml, 2.22 mmol) was added. After stirring for 2 h, the reaction mixture was concentrated in vacuo. The residue was dissolved in dichloromethane (1 mL) and ethylenediamine (0.15 ml, 2.22 mmol) was added. After 20 min the rea...